Dataset: the Open Reaction Database (ORD), a public repository of structured organic reaction records. Task: describe an organic reaction: reactants, conditions, products, and yield Starting materials: COC(C1=CC(=C(C=C1)OC1=CC=C(C=C1)NC(=O)OC(C)(C)C)[N+](=O)[O-])=O (4-(4-tert-butoxycarbonylamino-phenoxy)-3-nitro-benzoic acid methyl ester), [NH4+].[Cl-] (NH4Cl). The reagents and catalysts are [Fe] (Fe). Solvent: CCO (EtOH), O(C(C)C)C(C)C (i-Pr2O). Run at time 1 hour. Product: COC(C1=CC(=C(C=C1)OC1=CC=C(C=C1)NC(=O)OC(C)(C)C)N)=O (3-Amino-4-(4-tert-butoxycarbonylamino-phenoxy)-benzoic acid methyl ester). Yield: 63.7%. RXN SMILES: [CH3:1][O:2][C:3](=[O:28])[C:4]1[CH:9]=[CH:8][C:7]([O:10][C:11]2[CH:16]=[CH:15][C:14]([NH:17][C:18]([O:20][C:21]([CH3:24])([CH3:23])[CH3:22])=[O:19])=[CH:13][CH:12]=2)=[C:6]([N+:25]([O-])=O)[CH:5]=1.[NH4+].[Cl-]>CCO.O(C(C)C)C(C)C.[Fe]>[CH3:1][O:2][C:3](=[O:28])[C:4]1[CH:9]=[CH:8][C:7]([O:10][C:11]2[CH:12]=[CH:13][C:14]([NH:17][C:18]([O:20][C:21]([CH3:22])([CH3:24])[CH3:23])=[O:19])=[CH:15][CH:16]=2)=[C:6]([NH2:25])[CH:5]=1 |f:1.2|. Procedure details: A suspension of 4-(4-tert-butoxycarbonylamino-phenoxy)-3-nitro-benzoic acid methyl ester (18.0 g, 46 mmol), Fe powder (13.5 g, 232 mmol) and NH4Cl (12.4 g, 232 mmol) in aqueous EtOH [prepared from EtOH (180 mL) and H2O (180 mL)] was gradually heated to reflux and refluxed for 1.5 hours. The reaction mixture was filtrated through celite pad and the filtrate was evaporated. The aqueous residue was portioned between AcOEt and 5% NaHCO3 and then filtered through celite pad. The organic layer was sep...